From a dataset of the Open Reaction Database (ORD), a public repository of structured organic reaction records. describe an organic reaction: reactants, conditions, products, and yield The reactants are BrC1=CC(=C2CCC(C2=C1)=O)F (6-bromo-4-fluoroindan-1-one), C(C)[SiH](CC)CC (triethylsilane), ice water. Run in FC(C(=O)O)(F)F (trifluoroacetic acid). Run at time 8 hour. The product is BrC1=CC(=C2CCCC2=C1)F (6-bromo-4-fluoroindane). Yield: 109.1%. Reaction SMILES: [Br:1][C:2]1[CH:10]=[C:9]2[C:5]([CH2:6][CH2:7][C:8]2=O)=[C:4]([F:12])[CH:3]=1.C([SiH](CC)CC)C>FC(F)(F)C(O)=O>[Br:1][C:2]1[CH:10]=[C:9]2[C:5]([CH2:6][CH2:7][CH2:8]2)=[C:4]([F:12])[CH:3]=1. Procedure details: To a solution of 6-bromo-4-fluoroindan-1-one (57 mg, 0.26 mmol) in trifluoroacetic acid (1.1 mL) was added triethylsilane (103 μL, 0.65 mmol), and the mixture was stirred at room temperature overnight. The reaction solution was poured into ice water, and the mixture was extracted with ethyl acetate three times. The organic layer was combined, washed with saturated aqueous sodium hydrogen carbonate solution, and the organic layer was filtered through Phase-separator (Varian Inc.), and then concen... Starting materials: NC=1NC2=C(N1)C=CC(=C2)C(C(C)(C)C)=O (2-Amino-5-(2′,2′-dimethylpropionyl)benzimidazole), O (H2O), 4-(2′,2′-dimethylpropionyl)-1,2-aminobenzene, solution, N#CBr (cyanogen bromide). The solvent is CCO (EtOH), CC#N (CH3CN). Run at time 20 hour. Product: N1=CNC2=C1C=CC=C2 (benzimidazole). RXN SMILES: N[C:2]1[NH:3][C:4]2[CH:10]=[C:9](C(=O)C(C)(C)C)[CH:8]=[CH:7][C:5]=2[N:6]=1.O.N#CBr>CC#N.CCO>[N:3]1[C:4]2[CH:10]=[CH:9][CH:8]=[CH:7][C:5]=2[NH:6][CH:2]=1. Reported procedure: 2-Amino-5-(2′,2′-dimethylpropionyl)benzimidazole: To a flask containing 60 mL H2O was added 11.32 mL of a 5.0 M solution of cyanogen bromide in CH3CN followed by the addition of 10.71 g 4-(2′,2′-dimethylpropionyl)-1,2-aminobenzene (51.5 mmol, prepared above in step (b), 1.0 equiv) in 60 mL EtOH over 30 min via addition funnel. After stirring for 20 h the solution was concentrated under reduced pressure to remove the EtOH. The resulting aqueous solution was washed (2×EtOAc), and the EtOAc fractio...